This data is from the Open Reaction Database (ORD), a public repository of structured organic reaction records. The task is: describe an organic reaction: reactants, conditions, products, and yield Starting materials: FC1=C(C(=CC=C1)F)N1C(C=C(C=C1C)O)=O (1-(2,6-difluorophenyl)-4-hydroxy-6-methylpyridin-2(1H)-one), FC1=C(CN)C=CC(=C1)F (2,4-difluoro benzylamine). Yields the product FC1=C(CNC2=CC(N(C(=C2)C)C2=C(C=CC=C2F)F)=O)C=CC(=C1)F (4-[(2,4-difluorobenzyl)amino]-1-(2,6-difluorophenyl)-6-methylpyridin-2(1H)-one). As a reaction SMILES: [F:1][C:2]1[CH:7]=[CH:6][CH:5]=[C:4]([F:8])[C:3]=1[N:9]1[C:14]([CH3:15])=[CH:13][C:12](O)=[CH:11][C:10]1=[O:17].[F:18][C:19]1[CH:26]=[C:25]([F:27])[CH:24]=[CH:23][C:20]=1[CH2:21][NH2:22]>>[F:18][C:19]1[CH:26]=[C:25]([F:27])[CH:24]=[CH:23][C:20]=1[CH2:21][NH:22][C:12]1[CH:13]=[C:14]([CH3:15])[N:9]([C:3]2[C:2]([F:1])=[CH:7][CH:6]=[CH:5][C:4]=2[F:8])[C:10](=[O:17])[CH:11]=1. Reported procedure: 1-(2,6-difluorophenyl)-4-hydroxy-6-methylpyridin-2(1H)-one (0.3 g, 1.26 mmol) and 2,4-difluoro benzylamine (1 mL, 8.4 mmol) were combined in a nitrogen flushed culture tube. The tube was capped and heated at 180 C for 24 h. The excess amine was distilled in vacuo and the residue was chromatographed on silica (1:1 hexanes:ethyl acetate). The compound was approximately 50% pure and was carried on without further purification (0.633 g). 1H NMR (400 MHz, CD3OD) δ 7.53 (m, 1H), 7.41 (m, 1H), 7.16 (t,... The reactants are BrC1=CC=C2N=CC(=NC2=C1)NC(CC1=CC=CC=C1)=O (N-(7-bromo-2-quinoxalinyl)-2-phenylacetamide), CC1(OB(OC1(C)C)C=1C=C(C=NC1)NS(=O)(=O)C1=CC=CC=C1)C (N-[5-(4,4,5,5-tetramethyl-1,3,2-dioxaborolan-2-yl)-3-pyridinyl]benzenesulfonamide), O (water). The solvent is C([O-])([O-])=O.[Na+].[Na+] (sodium carbonate), O1CCOCC1 (1,4-dioxane), [Cl-].[Na+].O (brine). Conditions: temperature 100 celsius. Product: C1(=CC=CC=C1)CC(=O)NC1=NC2=CC(=CC=C2N=C1)C=1C=NC=C(C1)NS(=O)(=O)C1=CC=CC=C1 (2-phenyl-N-(7-{5-[(phenylsulfonyl)amino]-3-pyridinyl}-2-quinoxalinyl)acetamide). Yield: 33.4%. Reaction SMILES: Br[C:2]1[CH:11]=[C:10]2[C:5]([N:6]=[CH:7][C:8]([NH:12][C:13](=[O:21])[CH2:14][C:15]3[CH:20]=[CH:19][CH:18]=[CH:17][CH:16]=3)=[N:9]2)=[CH:4][CH:3]=1.CC1(C)C(C)(C)OB([C:30]2[CH:31]=[C:32]([NH:36][S:37]([C:40]3[CH:45]=[CH:44][CH:43]=[CH:42][CH:41]=3)(=[O:39])=[O:38])[CH:33]=[N:34][CH:35]=2)O1.O>C(=O)([O-])[O-].[Na+].[Na+].O1CCOCC1.[Cl-].[Na+].O>[C:15]1([CH2:14][C:13]([NH:12][C:8]2[CH:7]=[N:6][C:5]3[C:10](=[CH:11][C:2]([C:30]4[CH:35]=[N:34][CH:33]=[C:32]([NH:36][S:37]([C:40]5[CH:41]=[CH:42][CH:43]=[CH:44][CH:45]=5)(=[O:39])=[O:38])[CH:31]=4)=[CH:3][CH:4]=3)[N:9]=2)=[O:21])[CH:20]=[CH:19][CH:18]=[CH:17][CH:16]=1 |f:3.4.5,7.8.9|. Reported procedure: A mixture of N-(7-bromo-2-quinoxalinyl)-2-phenylacetamide (0.254 mmol), N-[5-(4,4,5,5-tetramethyl-1,3,2-dioxaborolan-2-yl)-3-pyridinyl]benzenesulfonamide (0.508 mmol), and [1,1′-bis(diphenylphosphino)ferrocene]dichloropalladium(II) dichloromethane complex (1:1) (0.007 mmol) in 2M aqueous sodium carbonate (0.5 mL) and 1,4-dioxane (2 mL) was heated at 100° C. for 5 h. The reaction mixture was cooled, poured into water (60 mL) and brine (15 mL), and extracted with ethyl acetate (50 mL). The aqueous... Reactants: C(C)(=O)NC1[C@@H]2N(C(=C(CS2)CO)C(=O)OC(C2=CC=CC=C2)C2=CC=CC=C2)C1=O (benzhydryl 7-acetamido-3-hydroxymethyl-3-cephem-4-carboxylate), C(Cl)Cl (methylene chloride), ClC1=CC(=CC=C1)C(=O)OO (m-chloroperbenzoic acid). The solvent is C(C)(C)O (isopropanol), C(C)(C)O (isopropanol). The product is C(C)(=O)NC1[C@@H]2N(C(=C(CS2=O)CO)C(=O)OC(C2=CC=CC=C2)C2=CC=CC=C2)C1=O (benzhydryl 7-acetamido-3-hydroxymethyl-3-cephem-4-carboxylate-1-oxide). RXN SMILES: [C:1]([NH:4][CH:5]1[C:30](=[O:31])[N:7]2[C:8]([C:14]([O:16][CH:17]([C:24]3[CH:29]=[CH:28][CH:27]=[CH:26][CH:25]=3)[C:18]3[CH:23]=[CH:22][CH:21]=[CH:20][CH:19]=3)=[O:15])=[C:9]([CH2:12][OH:13])[CH2:10][S:11][C@H:6]12)(=[O:3])[CH3:2].C(Cl)Cl.ClC1C=CC=C(C(OO)=[O:43])C=1>C(O)(C)C>[C:1]([NH:4][CH:5]1[C:30](=[O:31])[N:7]2[C:8]([C:14]([O:16][CH:17]([C:24]3[CH:29]=[CH:28][CH:27]=[CH:26][CH:25]=3)[C:18]3[CH:19]=[CH:20][CH:21]=[CH:22][CH:23]=3)=[O:15])=[C:9]([CH2:12][OH:13])[CH2:10][S:11](=[O:43])[C@H:6]12)(=[O:3])[CH3:2]. Procedure: To a stirred, cooled (0°-5° C.) solution of 876 mg. of benzhydryl 7-acetamido-3-hydroxymethyl-3-cephem-4-carboxylate in a mixture of 40 ml. of methylene chloride and 20 ml. of isopropanol there was added dropwise 407 mg. (equivalent, about 85% pure) of m-chloroperbenzoic acid in 20 ml. of isopropanol, During the addition a precipitate was formed which was collected and washed with ethyl acetate yielding 800 mg. of the titled compound, m.p. 178°-179° C. The NMR, IR, and UV spectra were consistent... Reactants: C1(=CC=CC=C1)CNC(=O)C(C(=O)OCC)C(=O)OCC (Diethyl {[(phenylmethyl)amino]carbonyl}propanedioate), [H-].[Na+] (sodium hydride), OC1=C(C(N(C(N1C1=CC=CC=C1)=O)CC1=CC=CC=C1)=O)C(=O)OCC (Ethyl 6-hydroxy-2,4-dioxo-1-phenyl-3-(phenylmethyl)-1,2,3,4-tetrahydro-5-pyrimidinecarboxylate), C1(=CC=CC=C1)N=C=O (Phenyl isocyanate). Reported procedure: Ethyl 6-hydroxy-2,4-dioxo-1-phenyl-3-(phenylmethyl)-1,2,3,4-tetrahydro-5-pyrimidinecarboxylate. Diethyl {[(phenylmethyl)amino]carbonyl}propanedioate (420 mg, 1.43 mmoles) was added to a suspension of sodium hydride (60% suspension in mineral oil, 220 mg, 5.5 mmoles) in dry dioxan (10 mL) and stirred for 10 minutes under argon. Phenyl isocyanate (240 uL, 2.21 mmoles) was added and the mixture sealed in a pressure flask heated in a microwave reactor at 110° C. for 1 hour. The mixture was taken up ... Run in O1CCOCC1 (dioxan), ClCCl (dichloromethane). Product: OC1=C(C(N(C(N1C1=CC=CC=C1)=O)CC1=CC=CC=C1)=O)C(=O)NCC(=O)O (N-{[6-Hydroxy-2,4-dioxo-1-phenyl-3-(phenylmethyl)-1,2,3,4-tetrahydro-5-pyrimidinyl]carbonyl}glycine). Conditions: temperature 110 celsius, time 10 minute. The yield is 57.0%. Reaction SMILES: [OH:1][C:2]1[N:7]([C:8]2[CH:13]=[CH:12][CH:11]=[CH:10][CH:9]=2)[C:6](=[O:14])[N:5]([CH2:15][C:16]2[CH:21]=[CH:20][CH:19]=[CH:18][CH:17]=2)[C:4](=[O:22])[C:3]=1[C:23](OCC)=[O:24].C1(CNC([CH:38](C(OCC)=O)[C:39]([O:41]CC)=[O:40])=O)C=CC=CC=1.[H-].[Na+].C1([N:57]=C=O)C=CC=CC=1>O1CCOCC1.ClCCl>[OH:1][C:2]1[N:7]([C:8]2[CH:13]=[CH:12][CH:11]=[CH:10][CH:9]=2)[C:6](=[O:14])[N:5]([CH2:15][C:16]2[CH:21]=[CH:20][CH:19]=[CH:18][CH:17]=2)[C:4](=[O:22])[C:3]=1[C:23]([NH:57][CH2:38][C:39]([OH:41])=[O:40])=[O:24] |f:2.3|.